From a dataset of the Open Reaction Database (ORD), a public repository of structured organic reaction records. describe an organic reaction: reactants, conditions, products, and yield Reactants: [Al+3], [Cl-], [Cl-], [Cl-], O=[N+]([O-])c1ccccc1, O, O=c1[nH]cc[nH]1, O=C(Cl)c1cccs1. The product is O=C(c1c[nH]c(=O)[nH]1)c1cccs1. RXN SMILES: [Al+3:2].[Cl-:1].[Cl-:3].[Cl-:4].[O-:20][N+:21]([c:22]1[cH:23][cH:24][cH:25][cH:26][cH:27]1)=[O:28].[OH2:19].[nH:5]1[c:6](=[O:10])[nH:7][cH:8][cH:9]1.[s:11]1[c:12]([C:16](=[O:17])[Cl:18])[cH:13][cH:14][cH:15]1>>[nH:5]1[c:6](=[O:10])[nH:7][cH:8][c:9]1[C:16]([c:12]1[s:11][cH:15][cH:14][cH:13]1)=[O:17]. The product is C(CCC)C1=NC2=C(N1CC1=CC=C(C=C1)C=1C(=CC=CC1)C(=O)O)C=CC(=C2)C(=O)NCCCC (4'-[(2-n-Butyl-5-n-butylaminocarbonyl-benzimidazol-1-yl)-methyl]biphenyl-2-carboxylic acid). Reported procedure: Prepared in analogous manner to Example 9 from tert.butyl 4'-[(2-n-butyl-5-n-butylaminocarbonyl-benzimidazol-1-yl)-methyl]biphenyl-2-carboxylate and trifluoroacetic acid Reaction SMILES: [CH2:1]([C:5]1[N:9]([CH2:10][C:11]2[CH:16]=[CH:15][C:14]([C:17]3[C:18]([C:23]([O:25]C(C)(C)C)=[O:24])=[CH:19][CH:20]=[CH:21][CH:22]=3)=[CH:13][CH:12]=2)[C:8]2[CH:30]=[CH:31][C:32]([C:34]([NH:36][CH2:37][CH2:38][CH2:39][CH3:40])=[O:35])=[CH:33][C:7]=2[N:6]=1)[CH2:2][CH2:3][CH3:4].FC(F)(F)C(O)=O>>[CH2:1]([C:5]1[N:9]([CH2:10][C:11]2[CH:16]=[CH:15][C:14]([C:17]3[C:18]([C:23]([OH:25])=[O:24])=[CH:19][CH:20]=[CH:21][CH:22]=3)=[CH:13][CH:12]=2)[C:8]2[CH:30]=[CH:31][C:32]([C:34]([NH:36][CH2:37][CH2:38][CH2:39][CH3:40])=[O:35])=[CH:33][C:7]=2[N:6]=1)[CH2:2][CH2:3][CH3:4]. The reactants are C(CCC)C1=NC2=C(N1CC1=CC=C(C=C1)C=1C(=CC=CC1)C(=O)OC(C)(C)C)C=CC(=C2)C(=O)NCCCC (tert.butyl 4'-[(2-n-butyl-5-n-butylaminocarbonyl-benzimidazol-1-yl)-methyl]biphenyl-2-carboxylate), FC(C(=O)O)(F)F (trifluoroacetic acid). Starting materials: BrC=1C=NC=CC1 (3-bromopyridine), BrC=1C=NC=CC1 (3-bromopyridine), NC1=NNC=C1 (3-aminopyrazole), C([O-])([O-])=O.[K+].[K+] (potassium carbonate). Reagents/catalysts: [Cu]Cl (copper(I) chloride). Run in CN(C=O)C (N,N-dimethylformamide). The product is NC1=NN(C=C1)C=1C=NC=CC1 (3-(3-amino-1H-pyrazol-1-yl)pyridine). As a reaction SMILES: [NH2:1][C:2]1[CH:6]=[CH:5][NH:4][N:3]=1.C(=O)([O-])[O-].[K+].[K+].Br[C:14]1[CH:15]=[N:16][CH:17]=[CH:18][CH:19]=1>[Cu]Cl.CN(C)C=O>[NH2:1][C:2]1[CH:6]=[CH:5][N:4]([C:14]2[CH:15]=[N:16][CH:17]=[CH:18][CH:19]=2)[N:3]=1 |f:1.2.3|. Reported procedure: In a typical reaction, copper(I) chloride, 3-aminopyrazole, potassium carbonate and N,N-dimethylformamide are introduced into a reaction vessel under a nitrogen atmosphere and 3-bromopyridine is gradually added. The mixture is heated at about 110° C. until most of the 3-bromopyridine has reacted. The mixture is allowed to cool and most of the solvent is removed under reduced pressure. The crude 3-(3-amino-1H-pyrazol-1-yl)pyridine (8a) is conveniently isolated and purified by crystallization from... The reactants are O (water), C(C)(C)[N-]C(C)C.[Li+] (lithium diisopropylamide), ClCCCI (1-chloro-3-iodopropane), C1(=CC=CC=C1)C1=NOC2=C1C(CCC2)=O (6,7-dihydro-3-phenyl-1,2-benzisoxazol-4(5H)-one). Run in CCOCC (ether), O1CCCC1 (tetrahydrofuran). Reaction conditions: temperature -78 celsius. Yields the product ClCCCC1CCC2=C(C(=NO2)C2=CC=CC=C2)C1=O (5-(3-chloropropyl)-6,7-dihydro-3-phenyl-1,2-benzisoxazol-4(5H)-one). Reaction SMILES: [C:1]1([C:7]2[C:11]3[C:12](=[O:16])[CH2:13][CH2:14][CH2:15][C:10]=3[O:9][N:8]=2)[CH:6]=[CH:5][CH:4]=[CH:3][CH:2]=1.C([N-]C(C)C)(C)C.[Li+].[Cl:25][CH2:26][CH2:27][CH2:28]I.O>O1CCCC1.CCOCC>[Cl:25][CH2:26][CH2:27][CH2:28][CH:13]1[C:12](=[O:16])[C:11]2[C:7]([C:1]3[CH:2]=[CH:3][CH:4]=[CH:5][CH:6]=3)=[N:8][O:9][C:10]=2[CH2:15][CH2:14]1 |f:1.2|. Procedure: In 478 ml anhydrous tetrahydrofuran (THF) was dissolved 10.2 g 6,7-dihydro-3-phenyl-1,2-benzisoxazol-4(5H)-one under nitrogen atmosphere with stirring. The solution was cooled to -78° C. and 47.8 ml lithium diisopropylamide (1.5 molar in cyclohexane) was added dropwise. The resulting solution was stirred for 10 minutes at -78° C. and 7.7 ml 1-chloro-3-iodopropane was added. Upon warming to room temperature, the reaction mixture was poured into water and ether. The layers were separated and the a... Starting materials: C(C)(=O)Cl (acetyl chloride), aluminimum chloride, C1(=CC=CC=C1)C=1C(C2CCCC2C1)=O (4,5,6,6a-tetrahydro-2-phenyl-1(3aH)pentalenone). Run in ClCCl (dichloromethane), ClCCl (dichloromethane). The product is C(C)(=O)C1=CC=C(C=C1)C=1C(C2CCCC2C1)=O (4,5,6,6a-Tetrahydro-2-(4-acetylphenyl)-1(3aH)pentalenone). Reaction SMILES: [C:1](Cl)(=[O:3])[CH3:2].[C:5]1([C:11]2[C:12](=[O:19])[CH:13]3[CH:17]([CH:18]=2)[CH2:16][CH2:15][CH2:14]3)[CH:10]=[CH:9][CH:8]=[CH:7][CH:6]=1>ClCCl>[C:1]([C:8]1[CH:7]=[CH:6][C:5]([C:11]2[C:12](=[O:19])[CH:13]3[CH:17]([CH:18]=2)[CH2:16][CH2:15][CH2:14]3)=[CH:10][CH:9]=1)(=[O:3])[CH3:2]. Reported procedure: A solution of Perrier complex was prepared from acetyl chloride (663mg, 8.45 mmol) and aluminimum chloride (1.13 g, 8.45 mmol) in dichloromethane (5 ml) and 4,5,6,6a-tetrahydro-2-phenyl-1(3aH)pentalenone (335 mg, 1.69mmol) in dichloromethane (95 ml) was added at 0° C. The mixture was heated under reflux for 48 h, then poured onto ice, extracted with dichloromethane and the extract washed with aqueous potassium carbonate and dried (MgSO4). After removal of solvent the residue was chromatographed....